This data is from the Open Reaction Database (ORD), a public repository of structured organic reaction records. The task is: describe an organic reaction: reactants, conditions, products, and yield The reactants are ClCCl, COC(=O)c1csc(CO)c1, O=S(Cl)Cl. Product: COC(=O)c1csc(CCl)c1. As a reaction SMILES: [Cl:16][CH2:17][Cl:18].[OH:1][CH2:2][c:3]1[cH:4][c:5]([C:8](=[O:9])[O:10][CH3:11])[cH:6][s:7]1.[S:12]([Cl:13])([Cl:14])=[O:15]>>[CH2:2]([c:3]1[cH:4][c:5]([C:8](=[O:9])[O:10][CH3:11])[cH:6][s:7]1)[Cl:14]. The reactants are O=C([O-])O, CCNC(=S)NN, COCC(=O)O, CN(C)C=O, CC(C)N=C=NC(C)C, [Na+], O, Oc1cccc2[nH]nnc12. Product: CCNC(=S)NNC(=O)COC. RXN SMILES: [C:33](=[O:34])([OH:35])[O-:36].[CH2:7]([CH3:8])[NH:9][C:10]([NH:11][NH2:12])=[S:13].[CH3:1][O:2][CH2:3][C:4](=[O:5])[OH:6].[CH3:38][N:39]([CH3:40])[CH:41]=[O:42].[CH:14]([N:15]=[C:16]=[N:17][CH:18]([CH3:19])[CH3:20])([CH3:21])[CH3:22].[Na+:37].[OH2:43].[OH:23][c:24]1[c:25]2[n:26][n:27][nH:28][c:29]2[cH:30][cH:31][cH:32]1>>[CH3:1][O:2][CH2:3][C:4](=[O:6])[NH:12][NH:11][C:10]([NH:9][CH2:7][CH3:8])=[S:13]. The yield is 65.0%. Yields the product C(C)(C)(C)OC(NC1=C(C=C(C(=C1)N(CCC)C)C(F)(F)F)NC(CC(C1=CC(=CC=C1)C=1C=NC=NC1)=O)=O)=O ({5-(Methyl-propyl-amino)-2-[3-oxo-3-(3-pyrimidin-5-yl-phenyl)-propionylamino]-4-trifluoromethyl-phenyl}-carbamic acid tert-butyl ester), oil. The reactants are C(C)(C)(C)OC(NC1=C(C=C(C(=C1)N(CCC)C)C(F)(F)F)N)=O ([2-amino-5-(methyl-propyl-amino)-4-trifluoromethyl-phenyl]-carbamic acid tert-butyl ester), C(C)(C)(C)OC(CC(C1=CC(=CC=C1)C=1C=NC=NC1)=O)=O (3-oxo-3-(3-pyrimidin-5-yl-phenyl)-propionic acid tert-butyl ester). Reported procedure: The title compound was prepared from [2-amino-5-(methyl-propyl-amino)-4-trifluoromethyl-phenyl]-carbamic acid tert-butyl ester (Example J17) (347 mg, 1.0 mmol) and 3-oxo-3-(3-pyrimidin-5-yl-phenyl)-propionic acid tert-butyl ester (Example K13) (298 mg, 1.0 mmol) according to the general procedure M. Obtained as a red oil (370 mg, 65%). Reaction SMILES: [C:1]([O:5][C:6](=[O:24])[NH:7][C:8]1[CH:13]=[C:12]([N:14]([CH3:18])[CH2:15][CH2:16][CH3:17])[C:11]([C:19]([F:22])([F:21])[F:20])=[CH:10][C:9]=1[NH2:23])([CH3:4])([CH3:3])[CH3:2].C([O:29][C:30](=O)[CH2:31][C:32](=[O:45])[C:33]1[CH:38]=[CH:37][CH:36]=[C:35]([C:39]2[CH:40]=[N:41][CH:42]=[N:43][CH:44]=2)[CH:34]=1)(C)(C)C>>[C:1]([O:5][C:6](=[O:24])[NH:7][C:8]1[CH:13]=[C:12]([N:14]([CH3:18])[CH2:15][CH2:16][CH3:17])[C:11]([C:19]([F:22])([F:21])[F:20])=[CH:10][C:9]=1[NH:23][C:30](=[O:29])[CH2:31][C:32](=[O:45])[C:33]1[CH:38]=[CH:37][CH:36]=[C:35]([C:39]2[CH:44]=[N:43][CH:42]=[N:41][CH:40]=2)[CH:34]=1)([CH3:2])([CH3:3])[CH3:4]. Starting materials: CC(=O)Cl, CC(C)=O, CC(C)NC(=S)Nc1c(C(C)C)cc(Oc2ccccc2F)cc1C(C)C. Product: CC(=O)SC(=NC(C)C)Nc1c(C(C)C)cc(Oc2ccccc2F)cc1C(C)C, Cl. As a reaction SMILES: [CH3:28][C:29]([Cl:30])=[O:31].[CH3:32][C:33](=[O:34])[CH3:35].[CH:1]([CH3:2])([CH3:3])[c:4]1[c:5]([NH:21][C:22](=[S:23])[NH:24][CH:25]([CH3:26])[CH3:27])[c:6]([CH:18]([CH3:19])[CH3:20])[cH:7][c:8]([O:10][c:11]2[c:12]([F:17])[cH:13][cH:14][cH:15][cH:16]2)[cH:9]1>>[CH:1]([CH3:2])([CH3:3])[c:4]1[c:5]([NH:21][C:22]([S:23][C:29]([CH3:28])=[O:31])=[N:24][CH:25]([CH3:26])[CH3:27])[c:6]([CH:18]([CH3:19])[CH3:20])[cH:7][c:8]([O:10][c:11]2[c:12]([F:17])[cH:13][cH:14][cH:15][cH:16]2)[cH:9]1.[ClH:30]. Reactants: O1CC1COC1=CC=CC=C1 (1,2-epoxy-3-phenoxypropane), N1(C=NC=C1)C1=CC=C(OCCNCC2=CC=CC=C2)C=C1 (2-[4-(1H-imidazol-1-yl)phenoxy]-N-(phenylmethyl)ethanamine). The solvent is CO (MeOH). Yields the product N1(C=NC=C1)C1=CC=C(OCCN(CC(COC2=CC=CC=C2)O)CC2=CC=CC=C2)C=C1 (1-[[2-[4-(1H-Imidazol-1-yl)phenoxy]ethyl](phenylmethyl)amino]-3-phenoxy-2-propanol). RXN SMILES: [O:1]1[CH:3]([CH2:4][O:5][C:6]2[CH:11]=[CH:10][CH:9]=[CH:8][CH:7]=2)[CH2:2]1.[N:12]1([C:17]2[CH:33]=[CH:32][C:20]([O:21][CH2:22][CH2:23][NH:24][CH2:25][C:26]3[CH:31]=[CH:30][CH:29]=[CH:28][CH:27]=3)=[CH:19][CH:18]=2)[CH:16]=[CH:15][N:14]=[CH:13]1>CO>[N:12]1([C:17]2[CH:18]=[CH:19][C:20]([O:21][CH2:22][CH2:23][N:24]([CH2:25][C:26]3[CH:27]=[CH:28][CH:29]=[CH:30][CH:31]=3)[CH2:2][CH:3]([OH:1])[CH2:4][O:5][C:6]3[CH:11]=[CH:10][CH:9]=[CH:8][CH:7]=3)=[CH:32][CH:33]=2)[CH:16]=[CH:15][N:14]=[CH:13]1. Procedure details: To a solution of 3.2 mL (23.9 mmol) 1,2-epoxy-3-phenoxypropane in 20 mL MeOH, add 6.99 g (23.9 mmol) 2-[4-(1H-imidazol-1-yl)phenoxy]-N-(phenylmethyl)ethanamine as the free base described above. Stir at room temperature under a nitrogen atmosphere. Follow the progress of the reaction by thin-layer chromatography on silica gel (methylene chloride:methanol, 9:1). At the completion of the reaction, evaporate the solvents. The resulting oil is chromatographed on a silica gel column using (petroleum e... Product: OCC(CC(C)C)NC(C1=C(N=C(C(=C1)C1=CC=C(C=C1)NS(=O)(=O)C)OCC1=NC=CC=C1)C(F)(F)F)=O (N-(1-Hydroxymethyl-3-methyl-butyl)-5-(4-methanesulfonylamino-phenyl)-6-(pyridin-2-ylmethoxy)-2-trifluoromethyl-nicotinamide). RXN SMILES: Br[C:2]1[C:3]([O:22][CH2:23][C:24]2[CH:29]=[CH:28][CH:27]=[CH:26][N:25]=2)=[N:4][C:5]([C:18]([F:21])([F:20])[F:19])=[C:6]([CH:17]=1)[C:7]([NH:9][CH:10]([CH2:15][OH:16])[CH2:11][CH:12]([CH3:14])[CH3:13])=[O:8].[CH3:30][S:31]([NH:34][C:35]1[CH:40]=[CH:39][C:38](B(O)O)=[CH:37][CH:36]=1)(=[O:33])=[O:32]>>[OH:16][CH2:15][CH:10]([NH:9][C:7](=[O:8])[C:6]1[CH:17]=[C:2]([C:38]2[CH:37]=[CH:36][C:35]([NH:34][S:31]([CH3:30])(=[O:32])=[O:33])=[CH:40][CH:39]=2)[C:3]([O:22][CH2:23][C:24]2[CH:29]=[CH:28][CH:27]=[CH:26][N:25]=2)=[N:4][C:5]=1[C:18]([F:21])([F:20])[F:19])[CH2:11][CH:12]([CH3:14])[CH3:13]. Reported procedure: The title compound was synthesized in analogy to Example 1d, using 5-bromo-N-(1-hydroxymethyl-3-methyl-butyl)-6-(pyridin-2-ylmethoxy)-2-trifluoromethyl-nicotinamide and 4-methanesulfonylaminophenylboronic acid as starting materials, MS (ISP) 567.2 (M)+. The reactants are BrC=1C(=NC(=C(C(=O)NC(CC(C)C)CO)C1)C(F)(F)F)OCC1=NC=CC=C1 (5-bromo-N-(1-hydroxymethyl-3-methyl-butyl)-6-(pyridin-2-ylmethoxy)-2-trifluoromethyl-nicotinamide), CS(=O)(=O)NC1=CC=C(C=C1)B(O)O (4-methanesulfonylaminophenylboronic acid). Reactants: C(C)(C)(C)OC(=O)N1CCN(CC1)C1=CC=C(C=C1)[N+](=O)[O-] (4-(4-nitro-phenyl)-piperazine-1-carboxylic acid tert-butyl ester), C(C)O (ethanol). The reagents and catalysts are [Pd] (palladium-on-carbon). Run in C(C)(=O)OCC (ethyl acetate). Conditions: time 2 hour. The product is C(C)(C)(C)OC(=O)N1CCN(CC1)C1=CC=C(C=C1)N (4-(4-amino-phenyl)-piperazine-1-carboxylic acid tert-butyl ester). RXN SMILES: [C:1]([O:5][C:6]([N:8]1[CH2:13][CH2:12][N:11]([C:14]2[CH:19]=[CH:18][C:17]([N+:20]([O-])=O)=[CH:16][CH:15]=2)[CH2:10][CH2:9]1)=[O:7])([CH3:4])([CH3:3])[CH3:2].C(O)C>[Pd].C(OCC)(=O)C>[C:1]([O:5][C:6]([N:8]1[CH2:13][CH2:12][N:11]([C:14]2[CH:15]=[CH:16][C:17]([NH2:20])=[CH:18][CH:19]=2)[CH2:10][CH2:9]1)=[O:7])([CH3:4])([CH3:2])[CH3:3]. Procedure details: A mixture of 4-(4-nitro-phenyl)-piperazine-1-carboxylic acid tert-butyl ester (11) (18.9 mmol), 10% palladium-on-carbon (600 mg), ethanol (100 mL), and ethyl acetate (100 mL) is hydrogenated at room temperature and 40 psi for 2 hrs. The mixture is filtered through celite, washing with ethyl acetate (2×100 mL), and concentrated in vacuo to give 4-(4-amino-phenyl)-piperazine-1-carboxylic acid tert-butyl ester (12) as a brown oil. Reactants: BrCC1=C(C=CC(=C1)[N+](=O)[O-])OC (2-Bromomethyl-1-methoxy-4-nitro-benzene), [C-]#N.[Na+] (NaCN). Run in CCO (EtOH). Product: COC1=C(C=C(C=C1)[N+](=O)[O-])CC#N ((2-methoxy-5-nitrophenyl)-acetonitrile). Reaction SMILES: Br[CH2:2][C:3]1[CH:8]=[C:7]([N+:9]([O-:11])=[O:10])[CH:6]=[CH:5][C:4]=1[O:12][CH3:13].[C-:14]#[N:15].[Na+]>CCO>[CH3:13][O:12][C:4]1[CH:5]=[CH:6][C:7]([N+:9]([O-:11])=[O:10])=[CH:8][C:3]=1[CH2:2][C:14]#[N:15] |f:1.2|. Procedure details: 2-Bromomethyl-1-methoxy-4-nitro-benzene (25 g) was dissolved in warm EtOH (45 mL) and stirred while slowly adding a solution of NaCN (6.0 g in 12 mL water) at 70° C. After the addition was complete, the reaction was stirred at 70° C. for 90 min. The inorganic solid, which separated on cooling, was collected and washed well with CH3CN. The CH3CN filtrate was filtered again giving further inorganic solid, and again washed with CH3CN. The final CH3CN filtrate was evaporated giving a red-brown solid...